describe an organic reaction: reactants, conditions, products, and yield From a dataset of the Open Reaction Database (ORD), a public repository of structured organic reaction records. Starting materials: COC(CC(C1=CC=C(C=C1)Cl)C1=CC=C2C=CNC2=C1)=O (3-(1H-indol-6-yl)-3-(4-chloro-phenyl)-propionic acid methyl ester), N1C=CC2=CC=C(C=C12)C(CC(=O)NC)C1=C(C=CC=C1)OC (3-(1H-Indol-6-yl)-3-(2-methoxy-phenyl)-N-methyl-propionamide). Procedure details: 3-(1H-Indol-6-yl)-3-(4-chloro-phenyl)-N-methyl-propionamide XLIV (370 mg, 97%) was prepared from 3-(1H-indol-6-yl)-3-(4-chloro-phenyl)-propionic acid methyl ester following the procedure for 3-(1H-indol-6-yl)-3-(2-methoxy-phenyl)-N-methyl-propionamide XXXVIII (see Example 9). The product is N1C=CC2=CC=C(C=C12)C(CC(=O)NC)C1=CC=C(C=C1)Cl (3-(1H-Indol-6-yl)-3-(4-chloro-phenyl)-N-methyl-propionamide). As a reaction SMILES: C[O:2][C:3](=O)[CH2:4][CH:5]([C:13]1[CH:21]=[C:20]2[C:16]([CH:17]=[CH:18][NH:19]2)=[CH:15][CH:14]=1)[C:6]1[CH:11]=[CH:10][C:9]([Cl:12])=[CH:8][CH:7]=1.[NH:23]1C2C(=CC=C(C(C3C=CC=CC=3OC)CC(NC)=O)C=2)C=[CH:24]1>>[NH:19]1[C:20]2[C:16](=[CH:15][CH:14]=[C:13]([CH:5]([C:6]3[CH:7]=[CH:8][C:9]([Cl:12])=[CH:10][CH:11]=3)[CH2:4][C:3]([NH:23][CH3:24])=[O:2])[CH:21]=2)[CH:17]=[CH:18]1. The reactants are [N+](=O)([O-])C=1C=C(C(=O)O)C=CC1N1CCN(CC1)C1=C(C=CC=C1)C (3-Nitro-4-(4-o-tolyl-piperazin-1-yl)-benzoic acid), S(O)(O)(=O)=O (sulphuric acid), CO (methanol). The product is COC(C1=CC(=C(C=C1)N1CCN(CC1)C1=C(C=CC=C1)C)[N+](=O)[O-])=O (3-Nitro-4-(4-o-tolyl-piperazin-1-yl)-benzoic acid methyl ester). RXN SMILES: [N+:1]([C:4]1[CH:5]=[C:6]([CH:10]=[CH:11][C:12]=1[N:13]1[CH2:18][CH2:17][N:16]([C:19]2[CH:24]=[CH:23][CH:22]=[CH:21][C:20]=2[CH3:25])[CH2:15][CH2:14]1)[C:7]([OH:9])=[O:8])([O-:3])=[O:2].S(=O)(=O)(O)O.[CH3:31]O>>[CH3:31][O:8][C:7](=[O:9])[C:6]1[CH:10]=[CH:11][C:12]([N:13]2[CH2:14][CH2:15][N:16]([C:19]3[CH:24]=[CH:23][CH:22]=[CH:21][C:20]=3[CH3:25])[CH2:17][CH2:18]2)=[C:4]([N+:1]([O-:3])=[O:2])[CH:5]=1. Reported procedure: 3-Nitro-4-(4-o-tolyl-piperazin-1-yl)-benzoic acid (1.0 g, 2.9 mmol) was taken in methanol (100 mL) with sulphuric acid (1.0 mL) and reflux for 16 h. Concentrated and dissolved in ethyl acetate (300 mL) and washed the organic layer with a solution of satd. NaHCO3, dried and concentrated to give 0.37 g of 3-Nitro-4-(4-o-tolyl-piperazin-1-yl)-benzoic acid methyl ester. As a reaction SMILES: Cl.[Cl:2][C:3]1[CH:18]=[CH:17][C:6]([CH2:7][N:8]([C:10]2[CH:15]=[CH:14][C:13]([Br:16])=[CH:12][CH:11]=2)N)=[CH:5][CH:4]=1.CC[O:21][C:22]([CH2:24][CH:25]1[C:30](=O)[CH2:29][CH2:28][CH2:27][CH2:26]1)=[O:23]>>[Br:16][C:13]1[CH:12]=[C:11]2[C:10](=[CH:15][CH:14]=1)[N:8]([CH2:7][C:6]1[CH:17]=[CH:18][C:3]([Cl:2])=[CH:4][CH:5]=1)[C:26]1[CH:25]([CH2:24][C:22]([OH:23])=[O:21])[CH2:30][CH2:29][CH2:28][C:27]2=1 |f:0.1|. Yields the product BrC=1C=C2C=3CCCC(C3N(C2=CC1)CC1=CC=C(C=C1)Cl)CC(=O)O (6-bromo-9-p-chlorobenzyl-1,2,3,4-tetrahydrocarbazol-1-yl-acetic acid). Reactants: Cl.ClC1=CC=C(CN(N)C2=CC=C(C=C2)Br)C=C1 (1-(4-chlorobenzyl)-1-(4-bromophenyl)hydrazine hydrochloride), CCOC(=O)CC1CCCCC1=O (ethyl 2-cyclohexanone acetate). Procedure details: Following the procedure of Example 1, but using 1-(4-chlorobenzyl)-1-(4-bromophenyl)hydrazine hydrochloride and ethyl 2-cyclohexanone acetate as starting materials, the title compound was prepared. The reactants are BrC(C(C(C)C)O)(Br)Br (1,1,1-tribromo-3-methyl-2-butanol), S(=O)(=O)(C)Cl (mesyl chloride), N1=CC=CC=C1 (pyridine), O (water). Reaction conditions: temperature 20 celsius, time 16 hour. Product: BrC(C(C(C)C)S(=O)(=O)OC)(Br)Br (methyl 1,1,1-tribromo-3-methyl-2-butyl sulphonate). As a reaction SMILES: [Br:1][C:2]([Br:9])([Br:8])[CH:3](O)[CH:4]([CH3:6])[CH3:5].[S:10](Cl)(C)(=[O:12])=[O:11].N1C=CC=C[CH:16]=1.[OH2:21]>>[Br:1][C:2]([Br:9])([Br:8])[CH:3]([S:10]([O:12][CH3:16])(=[O:11])=[O:21])[CH:4]([CH3:6])[CH3:5]. Procedure: The contents of a 10 ml flask charged with 1,1,1-tribromo-3-methyl-2-butanol (1.7 mmol), mesyl chloride (1.9 mmol) and pyridine (6 ml) were stirred at 20° C. for 16 hours. Then, the reaction mixture was poured out into water (50 ml), then extracted with three 15 ml-portions of dichloromethane, the combined extract phases were washed with 15 ml 36% (w) aqueous hydrochloric acid, dried over anhydrous magnesium sulphate and the solvent was evaporated from the dried liquid to leave a residue (0.9 g)...